From a dataset of the Open Reaction Database (ORD), a public repository of structured organic reaction records. describe an organic reaction: reactants, conditions, products, and yield Reactants: S1C=NC2=C1C=C(C=C2)C2=NC(=NC(=C2C(C(=O)OC)CCC)C)C2=CC=CC=C2 (Methyl 2-(4-(benzo[d]thiazol-6-yl)-6-methyl-2-phenylpyrimidin-5-yl)pentanoate), [I-].[Li+] (lithium iodide). Run in N1=CC=CC=C1 (pyridine). Reaction conditions: temperature 125 celsius. Yields the product S1C=NC2=C1C=C(C=C2)C2=NC(=NC(=C2C(C(=O)O)CCC)C)C2=CC=CC=C2 (2-(4-(benzo[d]thiazol-6-yl)-6-methyl-2-phenylpyrimidin-5-yl)pentanoic acid). Isolated yield 37.9%. As a reaction SMILES: [S:1]1[C:5]2[CH:6]=[C:7]([C:10]3[C:15]([CH:16]([CH2:21][CH2:22][CH3:23])[C:17]([O:19]C)=[O:18])=[C:14]([CH3:24])[N:13]=[C:12]([C:25]4[CH:30]=[CH:29][CH:28]=[CH:27][CH:26]=4)[N:11]=3)[CH:8]=[CH:9][C:4]=2[N:3]=[CH:2]1.[I-].[Li+]>N1C=CC=CC=1>[S:1]1[C:5]2[CH:6]=[C:7]([C:10]3[C:15]([CH:16]([CH2:21][CH2:22][CH3:23])[C:17]([OH:19])=[O:18])=[C:14]([CH3:24])[N:13]=[C:12]([C:25]4[CH:26]=[CH:27][CH:28]=[CH:29][CH:30]=4)[N:11]=3)[CH:8]=[CH:9][C:4]=2[N:3]=[CH:2]1 |f:1.2|. Reported procedure: Methyl 2-(4-(benzo[d]thiazol-6-yl)-6-methyl-2-phenylpyrimidin-5-yl)pentanoate (0.041 g; 0.098 mmol) and lithium iodide (0.039 mg; 0.295 mmol) were placed in a microwave vial and dissolved in pyridine (0.7 mL). The vial was purged with nitrogen and heated to 125° C. for 48 h. The solvent was removed under reduced pressure, the residue was dissolved in water and the pH of the solution was adjusted between 2 and 3 by addition of a solution of hydrochloric acid 6N until a precipitate formed. The pre... Starting materials: ClCCCC(=O)C1=CNC2=CC=C(C=C12)F (4-chloro-1-(5-fluoro-1H-indol-3-yl)-butan-1-one), N1CCNCC1 (piperazine). The reagents and catalysts are [I-].[K+] (potassium iodide). Run in C(C)#N (acetonitrile). Conditions: temperature 80 celsius. Product: FC=1C=C2C(=CNC2=CC1)C(CCCN1CCNCC1)=O (1-(5-fluoro-1H-indol-3-yl)-4-(piperazin-1-yl)-butan-1-one). Yield: 129.6%. As a reaction SMILES: Cl[CH2:2][CH2:3][CH2:4][C:5]([C:7]1[C:15]2[C:10](=[CH:11][CH:12]=[C:13]([F:16])[CH:14]=2)[NH:9][CH:8]=1)=[O:6].[NH:17]1[CH2:22][CH2:21][NH:20][CH2:19][CH2:18]1>C(#N)C.[I-].[K+]>[F:16][C:13]1[CH:14]=[C:15]2[C:10](=[CH:11][CH:12]=1)[NH:9][CH:8]=[C:7]2[C:5](=[O:6])[CH2:4][CH2:3][CH2:2][N:17]1[CH2:22][CH2:21][NH:20][CH2:19][CH2:18]1 |f:3.4|. Procedure: To a magnetically stirred solution of 4-chloro-1-(5-fluoro-1H-indol-3-yl)-butan-1-one (10.93 g, 45.6 mmol) in acetonitrile (100 ml), piperazine (20.33 g ml, 236 mmol) and a small amount of potassium iodide (0.1 g) were added, and the resulting mixture was heated at 80° C. for 48 hours. The formed solid material was removed by filtration and the residue was concentrated in vacuo to give 37 g crude yield. This crude product was further purified by column chromatography (gradient: ethylacetate/meth... As a reaction SMILES: [Cl:1][c:2]1[c:3]([N:9]2[C:10](=[O:32])[N:11]([CH3:31])[c:12]3[n:13][c:14]([NH:19][CH2:20][c:21]4[cH:22][cH:23][c:24]([O:25][CH3:26])[cH:27][c:28]4[O:29][CH3:30])[n:15][cH:16][c:17]3[CH2:18]2)[c:4]([Cl:8])[cH:5][cH:6][cH:7]1.[Cl:40][CH2:41][Cl:42].[OH:33][C:34]([C:35]([F:36])([F:37])[F:38])=[O:39]>>[Cl:1][c:2]1[c:3]([N:9]2[C:10](=[O:32])[N:11]([CH3:31])[c:12]3[n:13][c:14]([NH2:19])[n:15][cH:16][c:17]3[CH2:18]2)[c:4]([Cl:8])[cH:5][cH:6][cH:7]1. The reactants are COc1ccc(CNc2ncc3c(n2)N(C)C(=O)N(c2c(Cl)cccc2Cl)C3)c(OC)c1, ClCCl, O=C(O)C(F)(F)F. Product: CN1C(=O)N(c2c(Cl)cccc2Cl)Cc2cnc(N)nc21. The reactants are OC=1C(=NC2=CC=CC=C2C1C(=O)O)C (3-Hydroxy-2-methyl-4-quinoline carboxylic acid), C(C1=CC=CC=C1)OC=1C=C2C(=CC=NC2=CC1OC)Cl (6-benzyloxy-4-chloro-7-methoxyquinoline). Reagents/catalysts: CN(C)C1=CC=NC=C1 (4-(N,N-dimethylamino)-pyridine). Run in ClC1=C(C=CC=C1)Cl (1,2-dichlorobenzene). Run at temperature 150 celsius, time 8 hour. Yields the product C(C1=CC=CC=C1)OC=1C=C2C(=CC=NC2=CC1OC)OC=1C(=NC2=CC=CC=C2C1)C (6-Benzyloxy-7-methoxy-4-(2-methyl-quinolin-3-yloxy)-quinoline). Isolated yield 62.9%. Reaction SMILES: [OH:1][C:2]1[C:3]([CH3:15])=[N:4][C:5]2[C:10]([C:11]=1C(O)=O)=[CH:9][CH:8]=[CH:7][CH:6]=2.[CH2:16]([O:23][C:24]1[CH:25]=[C:26]2[C:31](=[CH:32][C:33]=1[O:34][CH3:35])[N:30]=[CH:29][CH:28]=[C:27]2Cl)[C:17]1[CH:22]=[CH:21][CH:20]=[CH:19][CH:18]=1>CN(C1C=CN=CC=1)C.ClC1C=CC=CC=1Cl>[CH2:16]([O:23][C:24]1[CH:25]=[C:26]2[C:31](=[CH:32][C:33]=1[O:34][CH3:35])[N:30]=[CH:29][CH:28]=[C:27]2[O:1][C:2]1[C:3]([CH3:15])=[N:4][C:5]2[C:10]([CH:11]=1)=[CH:9][CH:8]=[CH:7][CH:6]=2)[C:17]1[CH:22]=[CH:21][CH:20]=[CH:19][CH:18]=1. Procedure: 3-Hydroxy-2-methyl-4-quinoline carboxylic acid (549 mg), 6-benzyloxy-4-chloro-7-methoxyquinoline (810 mg), and 4-(N,N-dimethylamino)-pyridine (990 mg) were dissolved in 1,2-dichlorobenzene (40 ml) to prepare a solution. The mixture was stirred at 150° C. overnight. The reaction solution was cooled to room temperature, and the solvent was then removed by distillation under the reduced pressure. Water was added to the residue, and the mixture was extracted with chloroform. The chloroform layer was... The reactants are CCc1nc2c(Cl)nc(C)cc2n1-c1ccc(CCNC(=O)OC(C)(C)C)cc1, ClCCl, O=C(O)C(F)(F)F. Yields the product CCc1nc2c(Cl)nc(C)cc2n1-c1ccc(CCN)cc1. Reaction SMILES: [Cl:1][c:2]1[n:3][c:4]([CH3:29])[cH:5][c:6]2[c:7]1[n:8][c:9]([CH2:27][CH3:28])[n:10]2-[c:11]1[cH:12][cH:13][c:14]([CH2:17][CH2:18][NH:19][C:20](=[O:21])[O:22][C:23]([CH3:24])([CH3:25])[CH3:26])[cH:15][cH:16]1.[Cl:37][CH2:38][Cl:39].[OH:30][C:31]([C:32]([F:33])([F:34])[F:35])=[O:36]>>[Cl:1][c:2]1[n:3][c:4]([CH3:29])[cH:5][c:6]2[c:7]1[n:8][c:9]([CH2:27][CH3:28])[n:10]2-[c:11]1[cH:12][cH:13][c:14]([CH2:17][CH2:18][NH2:19])[cH:15][cH:16]1. Starting materials: ClC1=CC=C(C=C1)C=1C(NC=C2SC3=C(NC21)C=CC=C3)=O (4-(4-chlorophenyl)-5H-pyrido[3,4-b][1,4]benzothiazin-3(2H)-one), C(C)(=O)O (acetic acid), C(C)(=O)OO (peracetic acid). Run in O (water). The product is ClC1=CC=C(C=C1)C=1C(NC=C2S(C3=C(NC21)C=CC=C3)=O)=O (4-(4-chlorophenyl)-5H-pyrido[3,4-b][1,4]benzothiazin-3(2H)-one 10 oxide). As a reaction SMILES: [Cl:1][C:2]1[CH:7]=[CH:6][C:5]([C:8]2[C:9](=[O:22])[NH:10][CH:11]=[C:12]3[C:17]=2[NH:16][C:15]2[CH:18]=[CH:19][CH:20]=[CH:21][C:14]=2[S:13]3)=[CH:4][CH:3]=1.C(O)(=[O:25])C.C(OO)(=O)C>O>[Cl:1][C:2]1[CH:3]=[CH:4][C:5]([C:8]2[C:9](=[O:22])[NH:10][CH:11]=[C:12]3[C:17]=2[NH:16][C:15]2[CH:18]=[CH:19][CH:20]=[CH:21][C:14]=2[S:13]3=[O:25])=[CH:6][CH:7]=1. Procedure: To 3 parts of the product of the process described in Example 14, 4-(4-chlorophenyl)-5H-pyrido[3,4-b][1,4]benzothiazin-3(2H)-one, suspended in 5 parts acetic acid is added and 1 part 40% peracetic acid. After ten minutes reaction time, water is added to the now homogeneous reaction mixture and the precipitate which forms is collected and recrystallized from aqueous DMF to yield white needles of 4-(4-chlorophenyl)-5H-pyrido[3,4-b][1,4]benzothiazin-3(2H)-one 10 oxide, melting above 310°. The reactants are [OH-].[Na+] (sodium hydroxide), ClC=1C=CC(=C(C(=O)OC)C1)NC(CC1=CC(=CC=C1)C1=COC=C1)=O (methyl 5-chloro-2-({[3-(furan-3-yl)phenyl]acetyl}amino)benzoate), Cl (hydrochloric acid). Run in C1CCOC1 (THF). Conditions: temperature 50 celsius, time 2.5 hour. The product is ClC=1C=CC(=C(C(=O)O)C1)NC(CC1=CC(=CC=C1)C1=COC=C1)=O (5-chloro-2-({[3-(furan-3-yl)phenyl]acetyl}amino)benzoic acid). Isolated yield 88.0%. Reaction SMILES: [OH-].[Na+].[Cl:3][C:4]1[CH:5]=[CH:6][C:7]([NH:14][C:15](=[O:28])[CH2:16][C:17]2[CH:22]=[CH:21][CH:20]=[C:19]([C:23]3[CH:27]=[CH:26][O:25][CH:24]=3)[CH:18]=2)=[C:8]([CH:13]=1)[C:9]([O:11]C)=[O:10].Cl>C1COCC1>[Cl:3][C:4]1[CH:5]=[CH:6][C:7]([NH:14][C:15](=[O:28])[CH2:16][C:17]2[CH:22]=[CH:21][CH:20]=[C:19]([C:23]3[CH:27]=[CH:26][O:25][CH:24]=3)[CH:18]=2)=[C:8]([CH:13]=1)[C:9]([OH:11])=[O:10] |f:0.1|. Reported procedure: 3 mL of THF and 1.2 mL of 1N aqueous sodium hydroxide were added to 0.30 g (0.81 mmol) of methyl 5-chloro-2-({[3-(furan-3-yl)phenyl]acetyl}amino)benzoate at room temperature, and the mixture was stirred at 50° C. for 2.5 hours. After cooling, 1N hydrochloric acid was added to acidify the reaction mixture. Thereafter, the solvent was distilled off under reduced pressure, and water was then added to the residue. Solids were collected by filtration, followed by drying, thereby giving 252 mg of the ...